Dataset: the Open Reaction Database (ORD), a public repository of structured organic reaction records. Task: describe an organic reaction: reactants, conditions, products, and yield Starting materials: C(C)(C)(C)OC(N[C@]1([C@@H](C1)C=C)C(NS(=O)(=O)C1(CC1)C)=O)=O (tert-butyl((1R,2S)-1-(((1-methylcyclopropyl)sulfonyl)carbamoyl)-2-vinylcyclopropyl)carbamate), Cl (HCl). The solvent is O1CCOCC1 (dioxane). Yields the product Cl.N[C@]1([C@@H](C1)C=C)C(=O)NS(=O)(=O)C1(CC1)C ((1R,2S)-1-amino-N-((1-methylcyclopropyl)sulfonyl)-2-vinylcyclopropanecarboxamide Hydrochloride). The yield is 95.0%. Reaction SMILES: C(OC(=O)[NH:7][C@:8]1([C:13](=[O:22])[NH:14][S:15]([C:18]2([CH3:21])[CH2:20][CH2:19]2)(=[O:17])=[O:16])[CH2:10][C@H:9]1[CH:11]=[CH2:12])(C)(C)C.[ClH:24]>O1CCOCC1>[ClH:24].[NH2:7][C@:8]1([C:13]([NH:14][S:15]([C:18]2([CH3:21])[CH2:20][CH2:19]2)(=[O:17])=[O:16])=[O:22])[CH2:10][C@H:9]1[CH:11]=[CH2:12] |f:3.4|. Procedure: A solution of tert-butyl((1R,2S)-1-(((1-methylcyclopropyl)sulfonyl)carbamoyl)-2-vinylcyclopropyl)carbamate (40 g, 116 mmol) in 4 N HCl in dioxane (400 mL) was stirred at room temperature for 1 h. The solvent was evaporated under reduced pressure and the residue was washed with diethyl ether to get crude compound (31 g, 95%). The crude compound was used without further purification. 1H NMR (400 MHz, DMSO-d6) δ ppm 8.97-9.29 (m, 2H), 5.47-5.66 (m, 1H), 5.32-5.44 (m, 1H), 5.22 (dd, J=10.04, 1.51 Hz... Reactants: C(CCC)OC1=CC=C(C=C1)CC#N (p-butoxyphenylacetonitrile), C(CCCCCC)C1=CC=C(C=O)C=C1 (p-heptylbenzaldehyde), solution, O.C(C1=CC=CC=C1)[N+](C)(C)C (benzyltrimethylammoniumhydrate). Solvent: CO (methanol), O (water). Run at temperature 70 celsius. The product is C(CCC)OC1=CC=C(C=C1)C(C#N)=CC1=CC=C(C=C1)CCCCCCC (2-(p-butoxyphenyl)-3-(p-heptylphenyl)-acrylonitrile). As a reaction SMILES: [CH2:1]([O:5][C:6]1[CH:11]=[CH:10][C:9]([CH2:12][C:13]#[N:14])=[CH:8][CH:7]=1)[CH2:2][CH2:3][CH3:4].[CH2:15]([C:22]1[CH:29]=[CH:28][C:25]([CH:26]=O)=[CH:24][CH:23]=1)[CH2:16][CH2:17][CH2:18][CH2:19][CH2:20][CH3:21].O.C([N+](C)(C)C)C1C=CC=CC=1>CO.O>[CH2:1]([O:5][C:6]1[CH:7]=[CH:8][C:9]([C:12](=[CH:26][C:25]2[CH:28]=[CH:29][C:22]([CH2:15][CH2:16][CH2:17][CH2:18][CH2:19][CH2:20][CH3:21])=[CH:23][CH:24]=2)[C:13]#[N:14])=[CH:10][CH:11]=1)[CH2:2][CH2:3][CH3:4] |f:2.3|. Procedure: 9.4 g of p-butoxyphenylacetonitrile and 10.2 g of p-heptylbenzaldehyde are dissolved in 30 ml of methanol. 5 ml of a 40% solution of benzyltrimethylammoniumhydrate in water are added to the solution. The whole is heated at 70° C for 30 minutes and then cooled. The precipitate is sucked off and recrystallized from successively methanol and petroleum ether (60 : 80). Melting point of the resulting compound is 34.5°-35.5.° C. Starting materials: [I-].C(C)(=O)[N+]1=CN(C=C1)CCOC1=CC=C(C=C1)C(=O)OCC (1-acetyl-3-[2-(4-ethoxycarbonylphenoxy)ethyl]imidazolium iodide), Cl (hydrochloric acid), C (charcoal). Conditions: temperature 80 celsius. The product is Cl.N1(C=NC=C1)CCOC1=CC=C(C(=O)O)C=C1 (4-[2-(1-imidazolyl)ethoxy]benzoic acid hydrochloride). The yield is 79.0%. As a reaction SMILES: [I-].C([N+:5]1[CH:9]=[CH:8][N:7]([CH2:10][CH2:11][O:12][C:13]2[CH:18]=[CH:17][C:16]([C:19]([O:21]CC)=[O:20])=[CH:15][CH:14]=2)[CH:6]=1)(=O)C.[ClH:24].C>>[ClH:24].[N:7]1([CH2:10][CH2:11][O:12][C:13]2[CH:18]=[CH:17][C:16]([C:19]([OH:21])=[O:20])=[CH:15][CH:14]=2)[CH:8]=[CH:9][N:5]=[CH:6]1 |f:0.1,4.5|. Procedure details: A mixture of 1.3 g of 1-acetyl-3-[2-(4-ethoxycarbonylphenoxy)ethyl]imidazolium iodide in 100 ml of 2N-hydrochloric acid was heated at 80° C. for 2 hours. After cooling, the solution was treated with an activated charcoal and concentrated under reduced pressure. The residue were triturated with acetone and the resulting crystals were filtered and dried to obtain 0.64 g of 4-[2-(1-imidazolyl)ethoxy]benzoic acid hydrochloride (79.0% yield). Colorless granules. Reactants: C(C)(=O)C1CN(C2CC3=CN(C=4C=CC=C(C34)C12)S(=O)(=O)C1=CC=CC=C1)C (9-Acetyl-4-benzenesulphonyl-7-methyl-6,6a,7,8,9,9a-hexahydro-4H-indolo[6,5,4-cd]indole), [BH4-].[Na+] (sodium borohydride), O (Water), ClCCl (dichloromethane). Solvent: C(C)O (ethanol). The product is C1(=CC=CC=C1)S(=O)(=O)N1C=C2C=3C(=CC=CC13)C1C(CN(C1C2)C)C(C)O (4-Benzenesulphonyl-9-(1-hydroxyethyl)-7-methyl-6,6a,7,8,9,9a-hexahydro-4H-indolo[6,5,4-cd]indole). As a reaction SMILES: [C:1]([CH:4]1[CH:18]2[CH:7]([CH2:8][C:9]3[C:17]4[C:16]2=[CH:15][CH:14]=[CH:13][C:12]=4[N:11]([S:19]([C:22]2[CH:27]=[CH:26][CH:25]=[CH:24][CH:23]=2)(=[O:21])=[O:20])[CH:10]=3)[N:6]([CH3:28])[CH2:5]1)(=[O:3])[CH3:2].[BH4-].[Na+].O.ClCCl>C(O)C>[C:22]1([S:19]([N:11]2[C:12]3[CH:13]=[CH:14][CH:15]=[C:16]4[CH:18]5[CH:7]([CH2:8][C:9]([C:17]=34)=[CH:10]2)[N:6]([CH3:28])[CH2:5][CH:4]5[CH:1]([OH:3])[CH3:2])(=[O:21])=[O:20])[CH:23]=[CH:24][CH:25]=[CH:26][CH:27]=1 |f:1.2|. Reported procedure: To a stirred solution of the 9-acetyl compound (Example 4) (0.10 g) in ethanol (2 cm3) was added sodium borohydride (0.0075 g) with visible reaction. After 2 hours reaction was indicated to be complete. Water (20 cm3) and dichloromethane (20 cm3) were added and the mixture partitioned, the separated aqueous layer was re-extracted with dichloromethane (20 cm3) to give, after evaporating under vacuum, a yellow-white solid.